Dataset: the Open Reaction Database (ORD), a public repository of structured organic reaction records. Task: describe an organic reaction: reactants, conditions, products, and yield Reactants: C(=O)([O-])[O-].[K+].[K+] (K2CO3), C(C)(=O)N1C=C(C2=CC=C(C=C12)C)C(=O)NC1=CC=C(C=C1)N1N=CC(=C1C)C(CCC)=O (1-acetyl-N-[4-(4-butyryl-5-methyl-1H-pyrazol-1-yl)phenyl]-6-methyl-1H-indole-3-carboxamide). Solvent: CCOC(=O)C.CO (EtOAc MeOH). Conditions: time 4 hour. The product is C(CCC)(=O)C=1C=NN(C1C)C1=CC=C(C=C1)NC(=O)C1=CNC2=CC(=CC=C12)C (N-[4-(4-Butyryl-5-methyl-1H-pyrazol-1-yl)phenyl]-6-methyl-1H-indole-3-carboxamide). Yield: 86.5%. Reaction SMILES: C([O-])([O-])=O.[K+].[K+].C([N:10]1[C:18]2[C:13](=[CH:14][CH:15]=[C:16]([CH3:19])[CH:17]=2)[C:12]([C:20]([NH:22][C:23]2[CH:28]=[CH:27][C:26]([N:29]3[C:33]([CH3:34])=[C:32]([C:35](=[O:39])[CH2:36][CH2:37][CH3:38])[CH:31]=[N:30]3)=[CH:25][CH:24]=2)=[O:21])=[CH:11]1)(=O)C>CCOC(C)=O.CO>[C:35]([C:32]1[CH:31]=[N:30][N:29]([C:26]2[CH:27]=[CH:28][C:23]([NH:22][C:20]([C:12]3[C:13]4[C:18](=[CH:17][C:16]([CH3:19])=[CH:15][CH:14]=4)[NH:10][CH:11]=3)=[O:21])=[CH:24][CH:25]=2)[C:33]=1[CH3:34])(=[O:39])[CH2:36][CH2:37][CH3:38] |f:0.1.2,4.5|. Procedure details: 1.5 g of K2CO3 is added to a solution of 1.15 g of the compound from step 1 in 40 ml of MeOH/THF mixture (50/50; v/v) and stirred for 4 hours at RT. The reaction mixture is concentrated under vacuum, the residue is taken up in EtOAc/water mixture, the organic phase is washed with water, with saturated NaCl solution, dried over Na2SO4 and the solvent is evaporated under vacuum. The residue is taken up in iso ether and the precipitate that formed is drained. 0.9 g of the expected compound is obtai... Reactants: COC1=C(C(=O)C2=C(C(=C(C(=C2F)F)F)F)F)C(=C(C(=C1F)OC)F)F (2,4-dimethoxy-2',3,3',4',5,5',6,6'-octafluorobenzophenone), crude product. Run in C(C)(=O)O (acetic acid), Br (hydrobromic acid). The product is OC1=C(C(=O)C2=C(C(=C(C(=C2F)F)F)F)F)C(=C(C(=C1F)O)F)F (2,4-dihydroxy-2', 3,3',4',5,5',6,6'-octafluorobenzopbenone). Isolated yield 86.4%. As a reaction SMILES: C[O:2][C:3]1[C:21]([F:22])=[C:20]([O:23]C)[C:19]([F:25])=[C:18]([F:26])[C:4]=1[C:5]([C:7]1[C:12]([F:13])=[C:11]([F:14])[C:10]([F:15])=[C:9]([F:16])[C:8]=1[F:17])=[O:6]>C(O)(=O)C.Br>[OH:2][C:3]1[C:21]([F:22])=[C:20]([OH:23])[C:19]([F:25])=[C:18]([F:26])[C:4]=1[C:5]([C:7]1[C:12]([F:13])=[C:11]([F:14])[C:10]([F:15])=[C:9]([F:16])[C:8]=1[F:17])=[O:6]. Procedure details: A solution of Compound 45 (450 mg, 1.17 mmol) in 5 mL acetic acid and 5 mL 48% hydrobromic acid is heated for 48 hours at reflux. The reaction mixture is worked up as above, and the crude product is purified by column chromatography to yield 362 mg (87%) of Compound 46 as a colorless solid. 19F-NMR (d6 -DMSO) 139.80 (m, 1 F); 141.69 (dd, J=10.0, 20.1 Hz, 1 F); 143.05 (dt, J=5.8, 23.1 Hz, 1 F); 155.48 (dd, J=10.2, 22.8 Hz, 1 F); 155.67 (s, 1 F); 156.27 (dd, J=5.8, 20.5 Hz, 1 F); 158.57 (t, J=22.2...